The task is: describe an organic reaction: reactants, conditions, products, and yield. This data is from the Open Reaction Database (ORD), a public repository of structured organic reaction records. Starting materials: CN1N=CC(=C1)C1CC(C(C(C1)=O)C(CC)=O)=O (5-(1-methyl-1H-pyrazol-4-yl)-2-propionylcyclohexane-1,3-dione), ethanolic solution, Cl/C=C/CON ((E)-3-chloro-2-propenyloxyamine). Run in ethanolic solution. Product: ClC=CCO\N=C(/CC)\C1C(CC(CC1=O)C=1C=NN(C1)C)=O ((E)-2-[1-(3-chloro-2-propenyloxyimino)propyl]5-(1-methyl-1H-pyrazol-4-yl)cyclohexane-1,3-dione). Reaction SMILES: [CH3:1][N:2]1[CH:6]=[C:5]([CH:7]2[CH2:12][C:11](=[O:13])[CH:10]([C:14](=O)[CH2:15][CH3:16])[C:9](=[O:18])[CH2:8]2)[CH:4]=[N:3]1.[Cl:19]/[CH:20]=[CH:21]/[CH2:22][O:23][NH2:24]>>[Cl:19][CH:20]=[CH:21][CH2:22][O:23]/[N:24]=[C:14](/[CH:10]1[C:11](=[O:13])[CH2:12][CH:7]([C:5]2[CH:4]=[N:3][N:2]([CH3:1])[CH:6]=2)[CH2:8][C:9]1=[O:18])\[CH2:15][CH3:16]. Reported procedure: To 200 ml of an ethanolic solution of 20.0 g (81 mmols) of 5-(1-methyl-1H-pyrazol-4-yl)-2-propionylcyclohexane-1,3-dione was added 210 ml (84 mmols) of 0.4 mol ethanolic solution of (E)-3-chloro-2-propenyloxyamine. The mixture was reacted for 8 hours with stirring. After completion of the reaction, the reaction mixture was concentrated under reduced pressure. The resulting crude product was purified by silica gel column chromatography (ethyl acetate) to give 12.5 g of the product.